Dataset: the Open Reaction Database (ORD), a public repository of structured organic reaction records. Task: describe an organic reaction: reactants, conditions, products, and yield The reactants are N(=O)[O-].[Na+] (sodium nitrite), [Sn](Cl)Cl (tin(II) chloride), NC1=C2CN(C(C2=C(C=C1)Cl)=O)C(C)C (4-amino-7-chloro-2-(1-methylethyl)isoindolin-1-one). The solvent is O (water), Cl (hydrochloric acid), Cl (hydrochloric acid). RXN SMILES: [NH2:1][C:2]1[CH:10]=[CH:9][C:8]([Cl:11])=[C:7]2[C:3]=1[CH2:4][N:5]([CH:13]([CH3:15])[CH3:14])[C:6]2=[O:12].[N:16]([O-])=O.[Na+].[Sn](Cl)Cl>Cl.O>[ClH:11].[Cl:11][C:8]1[CH:9]=[CH:10][C:2]([NH:1][NH2:16])=[C:3]2[C:7]=1[C:6](=[O:12])[N:5]([CH:13]([CH3:15])[CH3:14])[CH2:4]2 |f:1.2,6.7|. Run at temperature 5 celsius, time 45 minute. Reported procedure: A stirred solution of 4.0 grams (0.018 mole) of 4-amino-7-chloro-2-(1-methylethyl)isoindolin-1-one in 40 mL of concentrated hydrochloric acid was cooled in an ice-water bath, and a solution of 1.2 grams (0.018 mole) of sodium nitrite in 20 mL of water was added dropwise while maintaining the reaction mixture temperature under 5° C. Upon completion of addition, the reaction mixture was stirred for about 45 minutes, then a solution of 8.8 grams (0.039 mole) of tin(II) chloride in 20 mL of concentr... Product: Cl.ClC=1C=CC(=C2CN(C(C12)=O)C(C)C)NN ([7-chloro-2-(1-methylethyl)isoindolin-1-on-4-yl]hydrazine hydrochloride). Reactants: O (water), N1=CC(=CC=C1)C1=CCCC[S@]1=O ((R)-6-(3-pyridyl)-3,4-dihydro-2H-thiopyran 1-oxide), [BH4-].[Na+] (sodium borohydride), [BH4-].[Na+] (sodium borohydride), C(C)(=O)OCC (ethyl acetate). Solvent: C(C)O (ethanol). Reaction conditions: time 15 minute. Yields the product N1=CC(=CC=C1)[C@@H]1[S@@](CCCC1)=O ((1R,2R)-2-(3-pyridyl)tetrahydro-2H-thiopyran 1 -oxide). Isolated yield 35.4%. RXN SMILES: [N:1]1[CH:6]=[CH:5][CH:4]=[C:3]([C:7]2[S@:12](=[O:13])[CH2:11][CH2:10][CH2:9][CH:8]=2)[CH:2]=1.[BH4-].[Na+].O.C(OCC)(=O)C>C(O)C>[N:1]1[CH:6]=[CH:5][CH:4]=[C:3]([C@H:7]2[CH2:8][CH2:9][CH2:10][CH2:11][S@:12]2=[O:13])[CH:2]=1 |f:1.2|. Procedure: A stirred solution of (R)-6-(3-pyridyl)-3,4-dihydro-2H-thiopyran 1-oxide (22.43 g;88.2%ee) in ethanol (227 ml) is treated, portionwise, with sodium borohydride powder (3.52 g) under nitrogen at room temperature, and the mixture is stirred for 2.5 hours. It is then treated with a further quantity of sodium borohydride (0.43 g), and the mixture is stirred for a further period of 15 minutes. The mixture is treated with water (454 ml) and extracted with dichloromethane (2×340 ml). The combined extra... Procedure details: To a stirred solution of methyl 3-(3-hydroxypropyl)phenoxyacetate (2.00 g) in methylene chloride (20 ml) were added successively triphenylphosphine (2.81 g) and tetrabromomethane (3.55 g) at room temperature. The mixture was evaporated. The residue was purified by silica gel column chromatography (n-hexane:ethyl acetate=7:1) to give the title compound (1.69 g) having the following physical data. Yield: 66.0%. Product: BrCCCC=1C=C(OCC(=O)OC)C=CC1 (Methyl 3-(3-bromopropyl)phenoxyacetate). Solvent: C(Cl)Cl (methylene chloride). RXN SMILES: O[CH2:2][CH2:3][CH2:4][C:5]1[CH:6]=[C:7]([CH:14]=[CH:15][CH:16]=1)[O:8][CH2:9][C:10]([O:12][CH3:13])=[O:11].C1(P(C2C=CC=CC=2)C2C=CC=CC=2)C=CC=CC=1.[Br:36]C(Br)(Br)Br>C(Cl)Cl>[Br:36][CH2:2][CH2:3][CH2:4][C:5]1[CH:6]=[C:7]([CH:14]=[CH:15][CH:16]=1)[O:8][CH2:9][C:10]([O:12][CH3:13])=[O:11]. Reactants: OCCCC=1C=C(OCC(=O)OC)C=CC1 (methyl 3-(3-hydroxypropyl)phenoxyacetate), C1(=CC=CC=C1)P(C1=CC=CC=C1)C1=CC=CC=C1 (triphenylphosphine), BrC(Br)(Br)Br (tetrabromomethane). The reactants are ClCCl, CC(C)c1cc2c(c(-c3ccc(F)cc3)c1C(O)c1ccc(OC(F)(F)F)cc1)C(=O)CC(C)(C)O2. Yields the product CC(C)c1cc2c(c(-c3ccc(F)cc3)c1C(=O)c1ccc(OC(F)(F)F)cc1)C(=O)CC(C)(C)O2. Reaction SMILES: [Cl:37][CH2:38][Cl:39].[F:1][c:2]1[cH:3][cH:4][c:5](-[c:8]2[c:9]3[c:14]([cH:15][c:16]([CH:31]([CH3:32])[CH3:33])[c:17]2[CH:18]([c:19]2[cH:20][cH:21][c:22]([O:25][C:26]([F:27])([F:28])[F:29])[cH:23][cH:24]2)[OH:30])[O:13][C:12]([CH3:34])([CH3:35])[CH2:11][C:10]3=[O:36])[cH:6][cH:7]1>>[F:1][c:2]1[cH:3][cH:4][c:5](-[c:8]2[c:9]3[c:14]([cH:15][c:16]([CH:31]([CH3:32])[CH3:33])[c:17]2[C:18]([c:19]2[cH:20][cH:21][c:22]([O:25][C:26]([F:27])([F:28])[F:29])[cH:23][cH:24]2)=[O:30])[O:13][C:12]([CH3:34])([CH3:35])[CH2:11][C:10]3=[O:36])[cH:6][cH:7]1. The reactants are CCO, [H][H], CC(Nc1ncc(C(N)=O)c2[nH]c3cc(C#Cc4cccnc4)ccc3c12)C(C)(C)O. Yields the product CC(Nc1ncc(C(N)=O)c2[nH]c3cc(CCc4cccnc4)ccc3c12)C(C)(C)O. RXN SMILES: [CH3:34][CH2:35][OH:36].[H:1][H:2].[OH:3][C:4]([CH:5]([CH3:6])[NH:7][c:8]1[n:9][cH:10][c:11]([C:29](=[O:30])[NH2:31])[c:12]2[nH:13][c:14]3[cH:15][c:16]([C:21]#[C:22][c:23]4[cH:24][n:25][cH:26][cH:27][cH:28]4)[cH:17][cH:18][c:19]3[c:20]12)([CH3:32])[CH3:33]>>[OH:3][C:4]([CH:5]([CH3:6])[NH:7][c:8]1[n:9][cH:10][c:11]([C:29](=[O:30])[NH2:31])[c:12]2[nH:13][c:14]3[cH:15][c:16]([CH2:21][CH2:22][c:23]4[cH:24][n:25][cH:26][cH:27][cH:28]4)[cH:17][cH:18][c:19]3[c:20]12)([CH3:32])[CH3:33]. Reactants: C[Mg]Br (Methylmagnesium bromide), C(C)(=O)C1=CN=C2N1C[C@@H](CC[C@H]2NC(OC(C)(C)C)=O)C2=C(C(=CC=C2)F)F (tert-butyl (6S,9R)-3-acetyl-6-(2,3-difluorophenyl)-6,7,8,9-tetrahydro-5H-imidazo[1,2-a]azepin-9-ylcarbamate). The solvent is O1CCCC1 (tetrahydrofuran). Reaction conditions: time 30 minute. Product: FC1=C(C=CC=C1F)[C@@H]1CC[C@H](C=2N(C1)C(=CN2)C(C)(C)O)NC(OC(C)(C)C)=O (tert-Butyl (6S,9R)-6-(2,3-difluorophenyl)-3-(1-hydroxy-1-methylethyl)-6,7,8,9-tetrahydro-5H-imidazo[1,2-a]azepin-9-ylcarbamate). Isolated yield 71.2%. Reaction SMILES: [CH3:1][Mg]Br.[C:4]([C:7]1[N:11]2[CH2:12][C@H:13]([C:25]3[CH:30]=[CH:29][CH:28]=[C:27]([F:31])[C:26]=3[F:32])[CH2:14][CH2:15][C@@H:16]([NH:17][C:18](=[O:24])[O:19][C:20]([CH3:23])([CH3:22])[CH3:21])[C:10]2=[N:9][CH:8]=1)(=[O:6])[CH3:5]>O1CCCC1>[F:32][C:26]1[C:27]([F:31])=[CH:28][CH:29]=[CH:30][C:25]=1[C@H:13]1[CH2:12][N:11]2[C:7]([C:4]([OH:6])([CH3:1])[CH3:5])=[CH:8][N:9]=[C:10]2[C@H:16]([NH:17][C:18](=[O:24])[O:19][C:20]([CH3:23])([CH3:22])[CH3:21])[CH2:15][CH2:14]1. Reported procedure: Methylmagnesium bromide (3.0 M in ether; 90 μL, 0.27 mmol) was added to a solution of tert-butyl (6S,9R)-3-acetyl-6-(2,3-difluorophenyl)-6,7,8,9-tetrahydro-5H-imidazo[1,2-a]azepin-9-ylcarbamate (22 mg, 0.05 mmol) in tetrahydrofuran (1 mL) at 0° C., and the reaction mixture was allowed to warm to ambient temperature. After 30 min, the reaction was quenched with water and the mixture was extracted with dichloromethane (3×). The organic layer was washed with water, saturated brine, dried over magne...